This data is from the Open Reaction Database (ORD), a public repository of structured organic reaction records. The task is: describe an organic reaction: reactants, conditions, products, and yield Starting materials: FC(CCOC=1C=C(C=CC1)C#C[Si](C)(C)C)F (((3-(3,3-difluoropropoxy)phenyl)ethynyl)trimethylsilane), C(=O)([O-])[O-].[K+].[K+] (K2CO3). Run in O (water), CCOC(=O)C (EtOAc), CO (MeOH). Reaction conditions: time 1.5 hour. Product: FC(CCOC1=CC(=CC=C1)C#C)F (1-(3,3-Difluoropropoxy)-3-ethynylbenzene). RXN SMILES: [F:1][CH:2]([F:18])[CH2:3][CH2:4][O:5][C:6]1[CH:7]=[C:8]([C:12]#[C:13][Si](C)(C)C)[CH:9]=[CH:10][CH:11]=1.C([O-])([O-])=O.[K+].[K+]>CO.O.CCOC(C)=O>[F:1][CH:2]([F:18])[CH2:3][CH2:4][O:5][C:6]1[CH:11]=[CH:10][CH:9]=[C:8]([C:12]#[CH:13])[CH:7]=1 |f:1.2.3|. Reported procedure: To a solution of ((3-(3,3-difluoropropoxy)phenyl)ethynyl)trimethylsilane (2.1 g, 7.82 mmol) from the previous step in MeOH (19.5 mL) was added K2CO3 (10.81 g, 78.2 mmol) at room temperature. The reaction mixture was stirred for 1.5 h after which it was diluted with water and EtOAc. The aqueous layer was separated and extracted with EtOAc once. The combined organic layers were dried over Na2SO4, filtered, and concentrated in vacuo to give a brown oil. The oil was absorbed onto Celite (8 g). Flash... Procedure details: Thirty grams (0.14 mole) of 4,5-dimethoxyphthalic anhydride was suspended in 300 mL of THF and 87 mL (0.17 mole) of phenylmagnesium chloride in THF was added over two hours. The reaction was stirred at room temperature for 14 hours, refluxed for two hours, cooled and poured into saturated ammonium chloride. The mixture was made acidic with 6N HCl, extracted into chloroform, dried over magnesium sulfate, concentrated to provide 30 g of 2-benzoyl-4,5-dimethoxybenzoic acid. Run at time 14 hour. Reactants: C1(=CC=CC=C1)[Mg]Cl (phenylmagnesium chloride), COC=1C=C2C(C(=O)OC2=O)=CC1OC (4,5-dimethoxyphthalic anhydride), Cl (HCl), [Cl-].[NH4+] (ammonium chloride). The product is C(C1=CC=CC=C1)(=O)C1=C(C(=O)O)C=C(C(=C1)OC)OC (2-benzoyl-4,5-dimethoxybenzoic acid). The yield is 74.9%. Reaction SMILES: [CH3:1][O:2][C:3]1[CH:4]=[C:5]2[C:10](=[O:11])[O:9][C:7](=[O:8])[C:6]2=[CH:12][C:13]=1[O:14][CH3:15].[C:16]1([Mg]Cl)[CH:21]=[CH:20][CH:19]=[CH:18][CH:17]=1.[Cl-].[NH4+].Cl>C1COCC1>[C:7]([C:6]1[CH:12]=[C:13]([O:14][CH3:15])[C:3]([O:2][CH3:1])=[CH:4][C:5]=1[C:10]([OH:9])=[O:11])(=[O:8])[C:16]1[CH:21]=[CH:20][CH:19]=[CH:18][CH:17]=1 |f:2.3|. Solvent: C1CCOC1 (THF), C1CCOC1 (THF).